This data is from the Open Reaction Database (ORD), a public repository of structured organic reaction records. The task is: describe an organic reaction: reactants, conditions, products, and yield Reactants: CCOCC, CN=C(NC)N(C)C, COC(=O)C=Cc1ccc(Cl)cc1, Cl, C[N+](=O)[O-]. Product: COC(=O)CC(C[N+](=O)[O-])c1ccc(Cl)cc1. As a reaction SMILES: [CH2:26]([O:27][CH2:28][CH3:29])[CH3:30].[CH3:18][NH:19][C:20](=[N:21][CH3:22])[N:23]([CH3:24])[CH3:25].[CH3:1][O:2][C:3]([CH:4]=[CH:5][c:6]1[cH:7][cH:8][c:9]([Cl:12])[cH:10][cH:11]1)=[O:13].[ClH:31].[N+:14](=[O:15])([O-:16])[CH3:17]>>[CH3:1][O:2][C:3]([CH2:4][CH:5]([c:6]1[cH:7][cH:8][c:9]([Cl:12])[cH:10][cH:11]1)[CH2:17][N+:14](=[O:15])[O-:16])=[O:13].